From a dataset of the Open Reaction Database (ORD), a public repository of structured organic reaction records. describe an organic reaction: reactants, conditions, products, and yield The reactants are CCOC(C)=O, C1CCOC1, CCN=C=NCCCN(C)C, O=Cc1c(COc2ccc3ccccc3c2)n(CCCC(=O)O)c2ccc(NC(=O)C3CCCC3)cc12, NS(=O)(=O)C(F)(F)F, O. Product: O=Cc1c(COc2ccc3ccccc3c2)n(CCCC(=O)NS(=O)(=O)C(F)(F)F)c2ccc(NC(=O)C3CCCC3)cc12. Reaction SMILES: [C:63]([O:64][CH2:65][CH3:66])(=[O:67])[CH3:68].[CH2:57]1[O:58][CH2:59][CH2:60][CH2:61]1.[CH3:38][CH2:39][N:40]=[C:41]=[N:42][CH2:43][CH2:44][CH2:45][N:46]([CH3:47])[CH3:48].[CH:1]1([C:6](=[O:7])[NH:8][c:9]2[cH:10][c:11]3[c:12]([CH:36]=[O:37])[c:13]([CH2:24][O:25][c:26]4[cH:27][c:28]5[cH:29][cH:30][cH:31][cH:32][c:33]5[cH:34][cH:35]4)[n:14]([CH2:18][CH2:19][CH2:20][C:21](=[O:22])[OH:23])[c:15]3[cH:16][cH:17]2)[CH2:2][CH2:3][CH2:4][CH2:5]1.[F:49][C:50]([S:51](=[O:52])(=[O:53])[NH2:54])([F:55])[F:56].[OH2:62]>>[CH:1]1([C:6](=[O:7])[NH:8][c:9]2[cH:10][c:11]3[c:12]([CH:36]=[O:37])[c:13]([CH2:24][O:25][c:26]4[cH:27][c:28]5[cH:29][cH:30][cH:31][cH:32][c:33]5[cH:34][cH:35]4)[n:14]([CH2:18][CH2:19][CH2:20][C:21](=[O:22])[NH:54][S:51]([C:50]([F:49])([F:55])[F:56])(=[O:52])=[O:53])[c:15]3[cH:16][cH:17]2)[CH2:2][CH2:3][CH2:4][CH2:5]1. Reactants: ClC1=C(C=O)C=C(C(=C1)[N+](=O)[O-])C (2-chloro-5-methyl-4-nitrobenzaldehyde), B(=O)O[O-].[Na+] (sodium perborate), C(C)(=O)OCC (ethyl acetate), B(=O)O[O-].[Na+] (sodium perborate). The solvent is C(C)(=O)O (acetic acid). The product is ClC1=C(C(=O)O)C=C(C(=C1)[N+](=O)[O-])C (2-Chloro-5-methyl-4-nitrobenzoic Acid). Isolated yield 77.1%. RXN SMILES: [Cl:1][C:2]1[CH:9]=[C:8]([N+:10]([O-:12])=[O:11])[C:7]([CH3:13])=[CH:6][C:3]=1[CH:4]=[O:5].B(O[O-])=[O:15].[Na+].C(OCC)(=O)C>C(O)(=O)C>[Cl:1][C:2]1[CH:9]=[C:8]([N+:10]([O-:12])=[O:11])[C:7]([CH3:13])=[CH:6][C:3]=1[C:4]([OH:15])=[O:5] |f:1.2|. Procedure: A solution of 2-chloro-5-methyl-4-nitrobenzaldehyde (1.72 g, 8.6 mmol) in acetic acid (20 ml) at 80° C. was treated with sodium perborate (2.64 g, 17.2 mmol). After 0.5 h a further portion of sodium perborate (1.32 g, 8.6 mmol) was added. After 0.25 h the reaction mixture was added to ethyl acetate--half saturated brine, and the organic extract dried (Na2SO4) and evaporated, affording the title product as a white solid (1.43 g, 77%). Reactants: CCCCCCCCCc1ccccc1Br, COC(=O)CCCCC=O, [Mg], C1CCOC1. Yields the product CCCCCCCCCc1ccccc1C(O)CCCCC(=O)OC. RXN SMILES: [CH2:1]([CH2:2][CH2:3][CH2:4][CH2:5][CH2:6][CH2:7][CH2:8][CH3:9])[c:10]1[c:11]([Br:16])[cH:12][cH:13][cH:14][cH:15]1.[CH:18](=[O:19])[CH2:20][CH2:21][CH2:22][CH2:23][C:24](=[O:25])[O:26][CH3:27].[Mg:17].[O:28]1[CH2:29][CH2:30][CH2:31][CH2:32]1>>[CH2:1]([CH2:2][CH2:3][CH2:4][CH2:5][CH2:6][CH2:7][CH2:8][CH3:9])[c:10]1[c:11]([CH:18]([OH:19])[CH2:20][CH2:21][CH2:22][CH2:23][C:24](=[O:25])[O:26][CH3:27])[cH:12][cH:13][cH:14][cH:15]1. Solvent: O (water), CC#N (CH3CN). Conditions: time 2 hour. As a reaction SMILES: Br[CH2:2][C:3]([C:5]1[CH:6]=[C:7]([C:23]([NH:25][CH2:26][C:27]2[CH:32]=[CH:31][C:30]([S:33]([CH3:36])(=[O:35])=[O:34])=[CH:29][CH:28]=2)=[O:24])[C:8](=[O:22])[N:9]([C:12]2[CH:17]=[CH:16][CH:15]=[C:14]([C:18]([F:21])([F:20])[F:19])[CH:13]=2)[C:10]=1[CH3:11])=O.[CH:37]([NH2:39])=[O:38].C1(C)C(C)=CC=CC=1.OS(O)(=O)=O>O.CC#N>[CH3:11][C:10]1[N:9]([C:12]2[CH:17]=[CH:16][CH:15]=[C:14]([C:18]([F:20])([F:21])[F:19])[CH:13]=2)[C:8](=[O:22])[C:7]([C:23]([NH:25][CH2:26][C:27]2[CH:28]=[CH:29][C:30]([S:33]([CH3:36])(=[O:35])=[O:34])=[CH:31][CH:32]=2)=[O:24])=[CH:6][C:5]=1[C:3]1[N:39]=[CH:37][O:38][CH:2]=1. Product: CC1=C(C=C(C(N1C1=CC(=CC=C1)C(F)(F)F)=O)C(=O)NCC1=CC=C(C=C1)S(=O)(=O)C)C=1N=COC1 (6-Methyl-N-[4-(methylsulfonyl)benzyl]-5-(1,3-oxazol-4-yl)-2-oxo-1-[3-(trifluoromethyl)phenyl]-1,2-dihydropyridine-3-carboxamide). Reactants: BrCC(=O)C=1C=C(C(N(C1C)C1=CC(=CC=C1)C(F)(F)F)=O)C(=O)NCC1=CC=C(C=C1)S(=O)(=O)C (5-(bromoacetyl)-6-methyl-N-[4-(methylsulfonyl)benzyl]-2-oxo-1-[3-(trifluoromethyl)phenyl]-1,2-dihydropyridine-3-carboxamide), C=1(C(=CC=CC1)C)C (xylene), OS(=O)(=O)O (H2SO4), Example 50 ( c ), C(=O)N (formamide). Procedure: A mixture of 5-(bromoacetyl)-6-methyl-N-[4-(methylsulfonyl)benzyl]-2-oxo-1-[3-(trifluoromethyl)phenyl]-1,2-dihydropyridine-3-carboxamide (Example 50 (c), 100 mg, 0.17 mmol), formamide (135 μl, 3.4 mmol), xylene (300 μl) and conc. H2SO4 (10 μl) was heated with stirring for 2 h. The reaction was diluted with water and CH3CN and purified on preparative HPLC, affording the title compound (23 mg, 31%). Isolated yield 25.5%. Reactants: C(CC)OCC1=C(C=CC=C1)Br (2-bromobenzyl propyl ether), COB(OC)OC (trimethylboric acid), BrCCBr (1,2-dibromoethane), Cl (hydrochloric acid), [Mg] (magnesium). Solvent: C1CCOC1 (THF), C1CCOC1 (THF), C1CCOC1 (THF). Conditions: temperature 60 celsius, time 2 hour. Yields the product C(CC)OCC1=C(C=CC=C1)OB(O)O (2-propoxymethylphenylboric acid). As a reaction SMILES: [Mg].BrCCBr.[CH2:6]([O:9][CH2:10][C:11]1[CH:16]=[CH:15][CH:14]=[CH:13][C:12]=1Br)[CH2:7][CH3:8].C[O:19][B:20]([O:23]C)[O:21]C.Cl>C1COCC1>[CH2:6]([O:9][CH2:10][C:11]1[CH:16]=[CH:15][CH:14]=[CH:13][C:12]=1[O:19][B:20]([OH:23])[OH:21])[CH2:7][CH3:8]. Procedure details: To a mixture of magnesium (0.83 g) and THF (30 ml) was added 1,2-dibromoethane (0.1 ml) at room temperature and subsequently was added dropwise a solution of 2-bromobenzyl propyl ether (7.88 g) in THF (40 ml) at 60° C. over a period of 30 minutes, under an argon atmosphere. After the dropwise addition, the resulting mixture was stirred further at 60° C. for 2 hours and was then cooled to −78° C., and a solution of trimethylboric acid (12 ml) in THF (24 ml) was added dropwise. The resulting mixtu... Reactants: Cl.O=C1NCN(C12CCN(CC2)CCCCN2C(C1=CC=CC=3C1=C(C2=O)C=CC3)=O)C3=CC=CC=C3 (2-[4-(4-Oxo-1-phenyl-1,3,8-triazaspiro[4.5]decan-8-yl)butyl]-1H-benz[de]isoquinoline-1,3(2H)-dione, hydrochloride), BrCCCCCCBr (1,6-dibromohexane), BrCCCCBr (1,4-dibromobutane). The product is BrCCCCCCN1C(C2=CC=CC=3C2=C(C1=O)C=CC3)=O (2-(6-bromohexyl)-1H-benz[de]isoquinoline-1,3(2H)-dione). As a reaction SMILES: Cl.O=C1C2(CCN([CH2:13][CH2:14][CH2:15][CH2:16][N:17]3[C:26](=[O:27])[C:25]4[CH:28]=[CH:29][CH:30]=[C:23]5[C:24]=4[C:19](=[CH:20][CH:21]=[CH:22]5)[C:18]3=[O:31])CC2)N(C2C=CC=CC=2)CN1.[Br:38][CH2:39][CH2:40]CCCCBr.BrCCCCBr>>[Br:38][CH2:39][CH2:40][CH2:13][CH2:14][CH2:15][CH2:16][N:17]1[C:26](=[O:27])[C:25]2[CH:28]=[CH:29][CH:30]=[C:23]3[C:24]=2[C:19](=[CH:20][CH:21]=[CH:22]3)[C:18]1=[O:31] |f:0.1|. Procedure: Following the procedure of part (a) of example 26 but substituting 1,6-dibromohexane for the 1,4-dibromobutane, one obtains 2-(6-bromohexyl)-1H-benz[de]isoquinoline-1,3(2H)-dione; m.p. 95°-96°. Reactants: O=C(Cl)CC1CCN(Cc2ccccc2)CC1, CN(C)C=O, Cl, [H-], Nc1noc(C2CN3CCC2CC3)n1, [Na+]. The product is O=C(CC1CCN(Cc2ccccc2)CC1)Nc1noc(C2CN3CCC2CC3)n1. Reaction SMILES: [CH2:18]([c:19]1[cH:20][cH:21][cH:22][cH:23][cH:24]1)[N:25]1[CH2:26][CH2:27][CH:28]([CH2:31][C:32](=[O:33])[Cl:34])[CH2:29][CH2:30]1.[CH3:35][N:36]([CH3:37])[CH:38]=[O:39].[ClH:17].[H-:1].[NH2:3][c:4]1[n:5][o:6][c:7]([CH:9]2[CH2:10][N:11]3[CH2:12][CH2:13][CH:14]2[CH2:15][CH2:16]3)[n:8]1.[Na+:2]>>[NH:3]([c:4]1[n:5][o:6][c:7]([CH:9]2[CH2:10][N:11]3[CH2:12][CH2:13][CH:14]2[CH2:15][CH2:16]3)[n:8]1)[C:32]([CH2:31][CH:28]1[CH2:27][CH2:26][N:25]([CH2:18][c:19]2[cH:20][cH:21][cH:22][cH:23][cH:24]2)[CH2:30][CH2:29]1)=[O:33].